This data is from the Open Reaction Database (ORD), a public repository of structured organic reaction records. The task is: describe an organic reaction: reactants, conditions, products, and yield Procedure details: A mixture of 194 mg of methyl 4-[2-(4-{[(2-{[3-({cyclopropyl[2-(methylamino)ethyl]amino}methyl)benzoyl]amino}-4,5,6,7-tetrahydro-1-benzothiophen-3-yl)carbonyl]amino}phenyl)ethyl]benzoate, 0.050 mL of (2-methoxyethoxy)acetic acid, 84 mg of WSC.hydrochloride, and 5.0 mL of DMF was stirred for 15 hours at room temperature. Water was added to the reaction mixture, followed by extraction with ethyl acetate. The organic layer was washed with saturated brine and then dried over anhydrous sodium sulfate... As a reaction SMILES: [CH:1]1([N:4]([CH2:9][C:10]2[CH:11]=[C:12]([CH:46]=[CH:47][CH:48]=2)[C:13]([NH:15][C:16]2[S:17][C:18]3[CH2:45][CH2:44][CH2:43][CH2:42][C:19]=3[C:20]=2[C:21]([NH:23][C:24]2[CH:29]=[CH:28][C:27]([CH2:30][CH2:31][C:32]3[CH:41]=[CH:40][C:35]([C:36]([O:38][CH3:39])=[O:37])=[CH:34][CH:33]=3)=[CH:26][CH:25]=2)=[O:22])=[O:14])[CH2:5][CH2:6][NH:7][CH3:8])[CH2:3][CH2:2]1.[CH3:49][O:50][CH2:51][CH2:52][O:53][CH2:54][C:55]([OH:57])=O.CCN=C=NCCCN(C)C.Cl>O.CN(C=O)C>[CH:1]1([N:4]([CH2:9][C:10]2[CH:11]=[C:12]([CH:46]=[CH:47][CH:48]=2)[C:13]([NH:15][C:16]2[S:17][C:18]3[CH2:45][CH2:44][CH2:43][CH2:42][C:19]=3[C:20]=2[C:21]([NH:23][C:24]2[CH:29]=[CH:28][C:27]([CH2:30][CH2:31][C:32]3[CH:41]=[CH:40][C:35]([C:36]([O:38][CH3:39])=[O:37])=[CH:34][CH:33]=3)=[CH:26][CH:25]=2)=[O:22])=[O:14])[CH2:5][CH2:6][N:7]([CH3:8])[C:55](=[O:57])[CH2:54][O:53][CH2:52][CH2:51][O:50][CH3:49])[CH2:2][CH2:3]1. Solvent: CN(C)C=O (DMF), O (Water). Reactants: C1(CC1)N(CCNC)CC=1C=C(C(=O)NC=2SC3=C(C2C(=O)NC2=CC=C(C=C2)CCC2=CC=C(C(=O)OC)C=C2)CCCC3)C=CC1 (methyl 4-[2-(4-{[(2-{[3-({cyclopropyl[2-(methylamino)ethyl]amino}methyl)benzoyl]amino}-4,5,6,7-tetrahydro-1-benzothiophen-3-yl)carbonyl]amino}phenyl)ethyl]benzoate), COCCOCC(=O)O ((2-methoxyethoxy)acetic acid), CCN=C=NCCCN(C)C (WSC), Cl (hydrochloride). Product: C1(CC1)N(CCN(C(COCCOC)=O)C)CC=1C=C(C(=O)NC=2SC3=C(C2C(=O)NC2=CC=C(C=C2)CCC2=CC=C(C(=O)OC)C=C2)CCCC3)C=CC1 (methyl 4-[2-(4-{[(2-{[3-(11-cyclopropyl-8-methyl-7-oxo-2,5-dioxa-8,11-diazadodecan-12-yl)benzoyl]amino}-4,5,6,7-tetrahydro-1-benzothiophen-3-yl)carbonyl]amino}phenyl)ethyl]benzoate).